From a dataset of the Open Reaction Database (ORD), a public repository of structured organic reaction records. describe an organic reaction: reactants, conditions, products, and yield Reactants: C(=O)(O)[O-].[Na+] (NaHCO3), CC1(OB(OC1(C)C)C=1C=C(C(=O)OC)C=CC1)C (methyl 3-(4,4,5,5-tetramethyl-1,3,2-dioxaborolan-2-yl)benzoate), CC(C)OC(N[C@@H]1C[C@@H](N(C2=CC=C(C=C12)Br)C(C)=O)C)=O (1-methylethyl[(2S,4R)-1-acetyl-6-bromo-2-methyl-1,2,3,4-tetrahydro-4-quinolinyl]carbamate), Intermediate 100. The reagents and catalysts are C1=CC=C(C=C1)P([C-]2C=CC=C2)C3=CC=CC=C3.C1=CC=C(C=C1)P([C-]2C=CC=C2)C3=CC=CC=C3.Cl[Pd]Cl.[Fe+2].C(Cl)Cl (PdCl2(dppf) CH2Cl2). Run in O1CCOCC1 (1,4-dioxane). Run at temperature 100 celsius, time 1 hour. The product is C(C)(=O)N1[C@H](C[C@H](C2=CC(=CC=C12)C=1C=C(C(=O)OC)C=CC1)NC(=O)OC(C)C)C (methyl 3-[(2S,4R)-1-acetyl-2-methyl-4-({[(1-methylethyl)oxy]carbonyl}amino)-1,2,3,4-tetrahydro-6-quinolinyl]benzoate). Isolated yield 55.0%. Reaction SMILES: CC1(C)C(C)(C)OB([C:9]2[CH:10]=[C:11]([CH:16]=[CH:17][CH:18]=2)[C:12]([O:14][CH3:15])=[O:13])O1.[CH3:20][CH:21]([O:23][C:24](=[O:41])[NH:25][C@H:26]1[C:35]2[C:30](=[CH:31][CH:32]=[C:33](Br)[CH:34]=2)[N:29]([C:37](=[O:39])[CH3:38])[C@@H:28]([CH3:40])[CH2:27]1)[CH3:22].C([O-])(O)=O.[Na+]>C1C=CC(P(C2C=CC=CC=2)[C-]2C=CC=C2)=CC=1.C1C=CC(P(C2C=CC=CC=2)[C-]2C=CC=C2)=CC=1.Cl[Pd]Cl.[Fe+2].C(Cl)Cl.O1CCOCC1>[C:37]([N:29]1[C:30]2[C:35](=[CH:34][C:33]([C:9]3[CH:10]=[C:11]([CH:16]=[CH:17][CH:18]=3)[C:12]([O:14][CH3:15])=[O:13])=[CH:32][CH:31]=2)[C@H:26]([NH:25][C:24]([O:23][CH:21]([CH3:22])[CH3:20])=[O:41])[CH2:27][C@@H:28]1[CH3:40])(=[O:39])[CH3:38] |f:2.3,4.5.6.7.8|. Reported procedure: A flask was charged with methyl 3-(4,4,5,5-tetramethyl-1,3,2-dioxaborolan-2-yl)benzoate (0.355 g, 1.354 mmol), 1-methylethyl[(2S,4R)-1-acetyl-6-bromo-2-methyl-1,2,3,4-tetrahydro-4-quinolinyl]carbamate (for a preparation see Intermediate 100) (0.5 g, 1.354 mmol), a saturated NaHCO3 aqueous solution (1.5 mL, 1.354 mmol) and PdCl2(dppf)-CH2Cl2 adduct (0.111 g, 0.135 mmol) then filled with 1,4-dioxane (7 mL) and the resulting mixture was degassed by bubbling nitrogen into it then stirred at 100° C. ... Starting materials: CC1(OC(=CC1=O)\C=C\C1=CSC=C1)C1=CC=CC=C1 ((E)-2-methyl-2-phenyl-5-[2-(3-thienyl)ethenyl]-3(2H)-furanone), SCCO (2-mercapto-1-ethanol). The product is OCCSC(CC1=CC(C(O1)(C1=CC=CC=C1)C)=O)C1=CSC=C1 (5-[2-[(2-hydroxyethyl)thio]-2-(3-thienyl)ethyl]-2-methyl-2-phenylfuran-3(2H)-one). As a reaction SMILES: [CH3:1][C:2]1([C:15]2[CH:20]=[CH:19][CH:18]=[CH:17][CH:16]=2)[C:6](=[O:7])[CH:5]=[C:4](/[CH:8]=[CH:9]/[C:10]2[CH:14]=[CH:13][S:12][CH:11]=2)[O:3]1.[SH:21][CH2:22][CH2:23][OH:24]>>[OH:24][CH2:23][CH2:22][S:21][CH:9]([C:10]1[CH:14]=[CH:13][S:12][CH:11]=1)[CH2:8][C:4]1[O:3][C:2]([CH3:1])([C:15]2[CH:20]=[CH:19][CH:18]=[CH:17][CH:16]=2)[C:6](=[O:7])[CH:5]=1. Procedure: Following the procedure of Method C, Example 1, (E)-2-methyl-2-phenyl-5-[2-(3-thienyl)ethenyl]-3(2H)-furanone was reacted with 2-mercapto-1-ethanol to provide 5-[2-[(2-hydroxyethyl)thio]-2-(3-thienyl)ethyl]-2-methyl-2-phenylfuran-3(2H)-one: 1H NMR (DMSO-d6) δ1.54 and 1.57 (singlets, 3H), 3.35-3.60 (m ovelapped with DMSO, ˜4H), 4.58 (m, 1H), 5.55 and 5.56 (overlapped singlets, 1H), 7.18-7.37 (m, 6H), 7.40-7.57 (m, 2H); MS(LR-ESI) m/z 361 (M+H calcd. for C19H21O3S2 361).